The task is: describe an organic reaction: reactants, conditions, products, and yield. This data is from the Open Reaction Database (ORD), a public repository of structured organic reaction records. The reactants are C1CCOC1, COC(=O)C(Cc1ccc(-c2ccc3ccccc3c2)cc1)NC(=O)c1cc2ccccc2cc1O, OCCc1ccc(Cl)cc1, CC(C)OC(=O)N=NC(=O)OC(C)C, c1ccc(P(c2ccccc2)c2ccccc2)cc1. Product: COC(=O)C(Cc1ccc(OCCc2ccc(Cl)cc2)cc1)NC(=O)c1cc2ccccc2cc1O. As a reaction SMILES: [CH2:80]1[O:81][CH2:82][CH2:83][CH2:84]1.[CH3:1][O:2][C:3]([CH:4]([CH2:5][c:6]1[cH:7][cH:8][c:9](-[c:12]2[cH:13][cH:14][c:15]3[c:16]([cH:17][cH:18][cH:19][cH:20]3)[cH:21]2)[cH:10][cH:11]1)[NH:22][C:23](=[O:24])[c:25]1[cH:26][c:27]2[cH:28][cH:29][cH:30][cH:31][c:32]2[cH:33][c:34]1[OH:35])=[O:36].[Cl:37][c:38]1[cH:39][cH:40][c:41]([CH2:44][CH2:45][OH:46])[cH:42][cH:43]1.[O:47]=[C:48]([O:49][CH:50]([CH3:51])[CH3:52])[N:53]=[N:54][C:55]([O:56][CH:57]([CH3:58])[CH3:59])=[O:60].[c:61]1([P:62]([c:63]2[cH:64][cH:65][cH:66][cH:67][cH:68]2)[c:69]2[cH:70][cH:71][cH:72][cH:73][cH:74]2)[cH:75][cH:76][cH:77][cH:78][cH:79]1>>[CH3:1][O:2][C:3]([CH:4]([CH2:5][c:6]1[cH:7][cH:8][c:9]([O:46][CH2:45][CH2:44][c:41]2[cH:40][cH:39][c:38]([Cl:37])[cH:43][cH:42]2)[cH:10][cH:11]1)[NH:22][C:23](=[O:24])[c:25]1[cH:26][c:27]2[cH:28][cH:29][cH:30][cH:31][c:32]2[cH:33][c:34]1[OH:35])=[O:36]. Reactants: P(=O)(Cl)(Cl)Cl (Phosphorus oxychloride), ClC1=CC(=C(C(=O)[O-])C=C1F)OCOC.[Li+] (lithium 4-chloro-5-fluoro-2-(methoxymethoxy)benzoate), NC1=C(SC=C1)C(=O)N (3-aminothiophene-2-carboxamide). The solvent is N1=CC=CC=C1 (pyridine). Conditions: time 1 hour. The product is ClC1=CC(=C(C(=O)NC2=C(SC=C2)C(=O)N)C=C1F)OCOC (3-{[4-chloro-5-fluoro-2-(methoxymethoxy)benzoyl]amino}thiophene-2-carboxamide). RXN SMILES: P(Cl)(Cl)(Cl)=O.[Cl:6][C:7]1[C:15]([F:16])=[CH:14][C:10]([C:11]([O-:13])=O)=[C:9]([O:17][CH2:18][O:19][CH3:20])[CH:8]=1.[Li+].[NH2:22][C:23]1[CH:27]=[CH:26][S:25][C:24]=1[C:28]([NH2:30])=[O:29]>N1C=CC=CC=1>[Cl:6][C:7]1[C:15]([F:16])=[CH:14][C:10]([C:11]([NH:22][C:23]2[CH:27]=[CH:26][S:25][C:24]=2[C:28]([NH2:30])=[O:29])=[O:13])=[C:9]([O:17][CH2:18][O:19][CH3:20])[CH:8]=1 |f:1.2|. Procedure: n-butyllithium was added to a diethyl ether solution of 1-bromo-4-chloro-5-fluoro-2-(methoxymethoxy)benzene in a dry ice-acetone bath and stirred for one hour. The reaction solution was added to a mixture of dry ice and diethyl ether and stirred for two hours to give lithium 4-chloro-5-fluoro-2-(methoxymethoxy)benzoate. Phosphorus oxychloride was added to a mixture of the obtained lithium 4-chloro-5-fluoro-2-(methoxymethoxy)benzoate, 3-aminothiophene-2-carboxamide and pyridine in a MeOH ice bath...